Dataset: the Open Reaction Database (ORD), a public repository of structured organic reaction records. Task: describe an organic reaction: reactants, conditions, products, and yield Reactants: C(C)(=O)C=1C(OC(=C(C1O)C(C)=O)O)=O (3,5-diacetyl-4,6-dihydroxy-2H-pyran-2-one), C(C)(=O)NC1=CC=C(C=O)C=C1 (p-acetamidobenzaldehyde). Reagents/catalysts: N1CCCCC1 (piperidine). Solvent: C(Cl)(Cl)Cl (chloroform). The product is C(C)(=O)NC1=CC=C(C=CC(=O)C2C(OC(C(=C2O)C(C)=O)=O)=O)C=C1 (3-(p-acetamidocinnamoyl)-5-acetyl-4-hydroxy-2H-pyran-2,6(3H)-dione). RXN SMILES: [C:1]([C:4]1[C:5](=[O:15])[O:6][C:7]([OH:14])=[C:8]([C:11](=[O:13])[CH3:12])[C:9]=1[OH:10])(=[O:3])[CH3:2].[C:16]([NH:19][C:20]1[CH:27]=[CH:26][C:23]([CH:24]=O)=[CH:22][CH:21]=1)(=[O:18])[CH3:17]>N1CCCCC1.C(Cl)(Cl)Cl>[C:16]([NH:19][C:20]1[CH:27]=[CH:26][C:23]([CH:24]=[CH:2][C:1]([CH:4]2[C:9]([OH:10])=[C:8]([C:11](=[O:13])[CH3:12])[C:7](=[O:14])[O:6][C:5]2=[O:15])=[O:3])=[CH:22][CH:21]=1)(=[O:18])[CH3:17]. Reported procedure: To a mixture of 2.11 g. (0.01 m.) of 3,5-diacetyl-4,6-dihydroxy-2H-pyran-2-one and 1.63 g. (0.01 m.) of p-acetamidobenzaldehyde in 200 ml. of chloroform is added with stirring 25 drops of piperidine. The resulting solution is refluxed and azeotroped for 12 hours, filtered hot and the solid is washed with dilute hydrochloric acid, water and ether to give 3-(p-acetamidocinnamoyl)-5-acetyl-4-hydroxy-2H-pyran-2,6(3H)-dione, m.p. 230°-231° C. The reactants are N#N (N2), C1(=CC=CC=C1)C([C@H](N)C(=O)O)O (3-phenylserine), S(=O)(Cl)Cl (thionylchloride), CO (MeOH). Run at time 8 hour. The product is COC(C(C(C1=CC=CC=C1)O)N)=O (2-Amino-3-hydroxy-3-phenyl-propionic acid methyl ester). RXN SMILES: N#N.[C:3]1([CH:9]([OH:15])[C@@H:10]([C:12]([OH:14])=[O:13])[NH2:11])[CH:8]=[CH:7][CH:6]=[CH:5][CH:4]=1.S(Cl)(Cl)=O.[CH3:20]O>>[CH3:20][O:13][C:12](=[O:14])[CH:10]([NH2:11])[CH:9]([OH:15])[C:3]1[CH:4]=[CH:5][CH:6]=[CH:7][CH:8]=1. Procedure: In a flame dried round-bottomed flask equipped with a magnetic stir bar and under inert atmosphere (N2), a solution of 3-phenylserine (15.00 g, 82.79 mmol) in MeOH (78.0 mL) was treated at 0° C. with thionylchloride (6.23 mL, 91.06 mmol). The resulting mixture was then stirred at rt overnight. The volatiles were removed under reduced pressure and the residue was triturated in EA and filtered to give the title compound as a white solid. LC-MS-conditions 02: tR=0.40 min, [M+AcCN+H]+=237.46. Starting materials: CN(C)C=O, CC(=O)C(C)(C)NS(=O)(=O)Cc1ccc(Cl)cc1, [H-], [Na+]. Yields the product C#CC(C)(C)NS(=O)(=O)Cc1ccc(Cl)cc1. RXN SMILES: [CH3:21][N:22]([CH3:23])[CH:24]=[O:25].[Cl:1][c:2]1[cH:3][cH:4][c:5]([CH2:8][S:9](=[O:10])(=[O:11])[NH:12][C:13]([C:14]([CH3:15])=[O:16])([CH3:17])[CH3:18])[cH:6][cH:7]1.[H-:19].[Na+:20]>>[Cl:1][c:2]1[cH:3][cH:4][c:5]([CH2:8][S:9](=[O:10])(=[O:11])[NH:12][C:13]([C:14]#[CH:15])([CH3:17])[CH3:18])[cH:6][cH:7]1. Starting materials: CC(C)(C)OC(=O)CC#N, CCO, CCOC(C)=O, NO. The product is CC(C)(C)OC(=O)CC(N)=NO. Reaction SMILES: [C:1](#[N:2])[CH2:3][C:4](=[O:5])[O:6][C:7]([CH3:8])([CH3:9])[CH3:10].[CH3:13][CH2:14][OH:15].[CH3:16][CH2:17][O:18][C:19](=[O:20])[CH3:21].[OH:11][NH2:12]>>[C:1]([NH2:2])([CH2:3][C:4](=[O:5])[O:6][C:7]([CH3:8])([CH3:9])[CH3:10])=[N:12][OH:11]. Reactants: C1=2C(=O)OC(NC1=CC=CC2)=O (Isatoic anhydride), NCCCO (3-aminopropanol), O1CCCC1 (tetrahydrofuran). Reaction conditions: time 4 hour. Yields the product OCCCN(C=O)C1=C(C=CC=C1)N (N-(3-hydroxypropyl)(2-aminophenyl)formamide). The yield is 83.0%. As a reaction SMILES: [C:1]12[C:7](=[CH:8][CH:9]=[CH:10][CH:11]=1)[NH:6][C:5](=[O:12])OC2=O.[NH2:13]CCCO.[O:18]1C[CH2:21][CH2:20][CH2:19]1>>[OH:18][CH2:19][CH2:20][CH2:21][N:6]([C:7]1[CH:8]=[CH:9][CH:10]=[CH:11][C:1]=1[NH2:13])[CH:5]=[O:12]. Reported procedure: Isatoic anhydride (6.0 g) and 3-aminopropanol (2.8 ml) were dissolved in tetrahydrofuran (100 ml) and the mixture was stirred at room temperature for 4 hours. Tetrahydrofuran was removed and the residue was purified by silica gel chromatography (ethyl acetate) to obtain 5.94 g of N-(3-hydroxypropyl)(2-aminophenyl)formamide. Yield: 83%.